From a dataset of the Open Reaction Database (ORD), a public repository of structured organic reaction records. describe an organic reaction: reactants, conditions, products, and yield The reactants are [H-].[Li+].[Al+3].[H-].[H-].[H-] (aluminum lithium hydride), C(C1=CC=CC=C1)OC1=NN(C(=C1)C(=O)OC)C1=CC=CC=C1 (methyl 3-benzyloxy-1-phenyl-1H-pyrazole-5-carboxylate), O.O.O.O.O.O.O.O.O.O.[O-]S(=O)(=O)[O-].[Na+].[Na+] (Sodium sulfate 10 hydrate). The solvent is O1CCCC1 (tetrahydrofuran). Run at time 1 hour. Yields the product C(C1=CC=CC=C1)OC1=NN(C(=C1)CO)C1=CC=CC=C1 ((3-benzyloxy-1-phenyl-1H-pyrazol-5-yl)methanol). Yield: 88.2%. Reaction SMILES: [CH2:1]([O:8][C:9]1[CH:13]=[C:12]([C:14](OC)=[O:15])[N:11]([C:18]2[CH:23]=[CH:22][CH:21]=[CH:20][CH:19]=2)[N:10]=1)[C:2]1[CH:7]=[CH:6][CH:5]=[CH:4][CH:3]=1.[H-].[Li+].[Al+3].[H-].[H-].[H-].O.O.O.O.O.O.O.O.O.O.[O-]S([O-])(=O)=O.[Na+].[Na+]>O1CCCC1>[CH2:1]([O:8][C:9]1[CH:13]=[C:12]([CH2:14][OH:15])[N:11]([C:18]2[CH:23]=[CH:22][CH:21]=[CH:20][CH:19]=2)[N:10]=1)[C:2]1[CH:3]=[CH:4][CH:5]=[CH:6][CH:7]=1 |f:1.2.3.4.5.6,7.8.9.10.11.12.13.14.15.16.17.18.19|. Reported procedure: To a mixture of methyl 3-benzyloxy-1-phenyl-1H-pyrazole-5-carboxylate (14.53 g) and tetrahydrofuran (300 ml) was slowly added aluminum lithium hydride (1.79 g) at 0° C. and the mixture was stirred at room temperature for 1 hr. Sodium sulfate 10 hydrate (15.20 g) was slowly added to the reaction mixture at 0° C. and the mixture was stirred at room temperature for 30 min. Insoluble materials were filtered off and the filtrate was concentrated. The residue was subjected to silica gel column chromat... Starting materials: BrC1=CC(=C(C(=O)OCC2=CC=CC=C2)C=C1)F (phenylmethyl 4-bromo-2-fluorobenzoate), C(CCC)N (n-butylamine), C([O-])([O-])=O.[Cs+].[Cs+] (cesium carbonate). Solvent: CS(=O)C (methyl sulfoxide). Conditions: temperature 75 celsius. Yields the product BrC1=CC(=C(C(=O)OCC2=CC=CC=C2)C=C1)NCCCC (Phenylmethyl 4-bromo-2-(butylamino)benzoate). Yield: 14.1%. RXN SMILES: [Br:1][C:2]1[CH:17]=[CH:16][C:5]([C:6]([O:8][CH2:9][C:10]2[CH:15]=[CH:14][CH:13]=[CH:12][CH:11]=2)=[O:7])=[C:4](F)[CH:3]=1.[CH2:19]([NH2:23])[CH2:20][CH2:21][CH3:22].C(=O)([O-])[O-].[Cs+].[Cs+]>CS(C)=O>[Br:1][C:2]1[CH:17]=[CH:16][C:5]([C:6]([O:8][CH2:9][C:10]2[CH:15]=[CH:14][CH:13]=[CH:12][CH:11]=2)=[O:7])=[C:4]([NH:23][CH2:19][CH2:20][CH2:21][CH3:22])[CH:3]=1 |f:2.3.4|. Reported procedure: Phenylmethyl 4-bromo-2-fluorobenzoate (Example 192, 315 mg, 1.02 mmol) was combined with n-butylamine (110 μl, 1.12 mmol, 1.1 eq.) and solid cesium carbonate (1.66 g, 5.1 mmol, 5.0 eq.) in anhydrous methyl sulfoxide (4 mL) and heated at 75° C. for 1.5 hours. The reaction was cooled and partitioned between diethyl ether and water. The aqueous layer was separated and extracted with fresh ether. The organic layers were combined, washed with brine (4×), dried (MgSO4), and concentrated in vacuo to a ... Starting materials: CC(C)N=CCCc1ccc2sc3ccccc3c2c1, [H][H], C1COCCO1, [Pt]. Product: CC(C)NCCCc1ccc2sc3ccccc3c2c1. Reaction SMILES: [CH:1]([CH3:2])([CH3:3])[N:4]=[CH:5][CH2:6][CH2:7][c:8]1[cH:9][c:10]2[c:11]([s:12][c:13]3[c:14]2[cH:15][cH:16][cH:17][cH:18]3)[cH:19][cH:20]1.[H:21][H:22].[O:23]1[CH2:24][CH2:25][O:26][CH2:27][CH2:28]1.[Pt:29]>>[CH:1]([CH3:2])([CH3:3])[NH:4][CH2:5][CH2:6][CH2:7][c:8]1[cH:9][c:10]2[c:11]([s:12][c:13]3[c:14]2[cH:15][cH:16][cH:17][cH:18]3)[cH:19][cH:20]1. The reactants are BrC1=C(C(=CC(=C1)OC)OC)N(C1=NC(=CC(=N1)C)C)CC (N-(2-Bromo-4,6-dimethoxyphenyl)-N-ethyl-4,6-dimethyl-2-pyrimidinamine), B(Br)(Br)Br (boron tribromide). The solvent is ClCCl (dichloromethane). Conditions: time 8 hour. Yields the product BrC1=C(C(=CC(=C1)OC)O)N(C1=NC(=CC(=N1)C)C)CC (N-(2-Bromo-6-hydroxy-4-methoxyphenyl)-N-ethyl-4,6-dimethyl-2-pyrimidinamine). The yield is 28.4%. RXN SMILES: [Br:1][C:2]1[CH:7]=[C:6]([O:8][CH3:9])[CH:5]=[C:4]([O:10]C)[C:3]=1[N:12]([CH2:21][CH3:22])[C:13]1[N:18]=[C:17]([CH3:19])[CH:16]=[C:15]([CH3:20])[N:14]=1.B(Br)(Br)Br>ClCCl>[Br:1][C:2]1[CH:7]=[C:6]([O:8][CH3:9])[CH:5]=[C:4]([OH:10])[C:3]=1[N:12]([CH2:21][CH3:22])[C:13]1[N:14]=[C:15]([CH3:20])[CH:16]=[C:17]([CH3:19])[N:18]=1. Procedure: N-(2-Bromo-4,6-dimethoxyphenyl)-N-ethyl-4,6-dimethyl-2-pyrimidinamine (214 mg, 0.58 mmol) in 15 mL dichloromethane under nitrogen was cooled in a dry ice/acetone bath, and boron tribromide (1.0 M in dichloromethane, 0.58 mL) was slowly added. The reaction was allowed gradually to warm to room temperature whereupon it was stirred overnight. After quenching with water, the aqueous portion was basified with saturated sodium bicarbonate and extracted with dichloromethane. The combined extracts were ... Starting materials: COC(=O)C=1C(=NC2=CC=C(C=C2C1Br)Cl)C(C)C (4-bromo-6-chloro-2-isopropyl-quinoline-3-carboxylic acid methyl ester), ClC=1C=C(C=CC1F)B(O)O (3-chloro-4-fluorophenylboronic acid), solid. The product is COC(=O)C=1C(=NC2=CC=C(C=C2C1C1=CC(=C(C=C1)F)Cl)Cl)C(C)C (6-Chloro-4-(3-chloro-4-fluoro-phenyl)-2-isopropyl-quinoline-3-carboxylic acid methyl ester). RXN SMILES: [CH3:1][O:2][C:3]([C:5]1[C:6]([CH:17]([CH3:19])[CH3:18])=[N:7][C:8]2[C:13]([C:14]=1Br)=[CH:12][C:11]([Cl:16])=[CH:10][CH:9]=2)=[O:4].[Cl:20][C:21]1[CH:22]=[C:23](B(O)O)[CH:24]=[CH:25][C:26]=1[F:27]>>[CH3:1][O:2][C:3]([C:5]1[C:6]([CH:17]([CH3:19])[CH3:18])=[N:7][C:8]2[C:13]([C:14]=1[C:23]1[CH:24]=[CH:25][C:26]([F:27])=[C:21]([Cl:20])[CH:22]=1)=[CH:12][C:11]([Cl:16])=[CH:10][CH:9]=2)=[O:4]. Reported procedure: The title compound was prepared in analogy to example 20 step C from 4-bromo-6-chloro-2-isopropyl-quinoline-3-carboxylic acid methyl ester (prepared as described in example 20 step B, 150 mg, 0.44 mmol) and 3-chloro-4-fluorophenylboronic acid (62 mg, 0.35 mmol) as off white solid (70 mg, 41%). LC-MS: 392 (M+H)+. The reactants are CO, O=C(CCCCCC=Cc1ccc2ccccc2c1)NO. The product is O=C(CCCCCCCc1ccc2ccccc2c1)NO. Reaction SMILES: [CH3:22][OH:23].[OH:1][NH:2][C:3]([CH2:4][CH2:5][CH2:6][CH2:7][CH2:8][CH:9]=[CH:10][c:11]1[cH:12][c:13]2[cH:14][cH:15][cH:16][cH:17][c:18]2[cH:19][cH:20]1)=[O:21]>>[OH:1][NH:2][C:3]([CH2:4][CH2:5][CH2:6][CH2:7][CH2:8][CH2:9][CH2:10][c:11]1[cH:12][c:13]2[cH:14][cH:15][cH:16][cH:17][c:18]2[cH:19][cH:20]1)=[O:21]. Starting materials: BrB(Br)Br, CCOC(=O)c1oc(-c2ccccc2Cl)cc(=O)c1Br, ClCCl. Product: O=C(O)c1oc(-c2ccccc2Cl)cc(=O)c1Br. As a reaction SMILES: [B:21]([Br:22])([Br:23])[Br:24].[Br:1][c:2]1[c:3]([C:16](=[O:17])[O:18][CH2:19][CH3:20])[o:4][c:5](-[c:9]2[c:10]([Cl:15])[cH:11][cH:12][cH:13][cH:14]2)[cH:6][c:7]1=[O:8].[Cl:25][CH2:26][Cl:27]>>[Br:1][c:2]1[c:3]([C:16](=[O:17])[OH:18])[o:4][c:5](-[c:9]2[c:10]([Cl:15])[cH:11][cH:12][cH:13][cH:14]2)[cH:6][c:7]1=[O:8]. Starting materials: C(C)(=O)O[BH-](OC(C)=O)OC(C)=O.[Na+] (Sodium triacetoxyborohydride), FC1=CC=C(C=C1)[C@@H](CN(C(C1=CC(=CC(=C1)C(F)(F)F)C(F)(F)F)=O)C)CCN1CC(C1)N1CCC(CC1)F (N-{(2S)-2-(4-Fluorophenyl)-4-[3-(4-fluoropiperidin-1-yl)azetidin-1-yl]butyl}-N-methyl-3,5-bis(trifluoromethyl)benzamide), Cl.Cl.N1CC(C1)N1CCOCC1 (4-azetidin-3-ylmorpholine dihydrochloride), CCN(C(C)C)C(C)C (DIPEA). Solvent: C(Cl)Cl (CH2Cl2). Run at time 8 hour. The product is C(#N)C=1C=C(C=2CCCCC2C1)C(=O)N(C)C[C@@H](CCN1CC(C1)N1CCOCC1)C1=CC=C(C=C1)F (3-Cyano-N-[(2S)-2-(4-fluorophenyl)-4-(3-morpholin-4-ylazetidin-1-yl)butyl]-N-methyl-5,6,7,8-tetrahydronaphthalene-1-carboxamide). Reaction SMILES: [F:1][C:2]1[CH:7]=[CH:6][C:5]([C@H:8]([CH2:28][CH2:29][N:30]2[CH2:33][CH:32]([N:34]3[CH2:39][CH2:38]C(F)C[CH2:35]3)[CH2:31]2)[CH2:9][N:10]([CH3:27])[C:11](=[O:26])[C:12]2[CH:17]=[C:16]([C:18](F)(F)F)[CH:15]=[C:14]([C:22](F)(F)F)[CH:13]=2)=[CH:4][CH:3]=1.Cl.Cl.N1[CH2:46][CH:45](N2CCOCC2)[CH2:44]1.CC[N:55](C(C)C)C(C)C.C(O[BH-](O[C:72](=[O:74])C)OC(=O)C)(=O)C.[Na+]>C(Cl)Cl>[C:22]([C:14]1[CH:13]=[C:12]([C:11]([N:10]([CH2:9][C@H:8]([C:5]2[CH:4]=[CH:3][C:2]([F:1])=[CH:7][CH:6]=2)[CH2:28][CH2:29][N:30]2[CH2:33][CH:32]([N:34]3[CH2:39][CH2:38][O:74][CH2:72][CH2:35]3)[CH2:31]2)[CH3:27])=[O:26])[C:17]2[CH2:44][CH2:45][CH2:46][CH2:18][C:16]=2[CH:15]=1)#[N:55] |f:1.2.3,5.6|. Procedure details: 3-Cyano-N-[(2S)-2-(4-fluorophenyl)-4-oxobutyl]-N-methyl-5,6,7,8-tetrahydronaphthalene-1-carboxamide (see Method 19; 2.38 g, 6.3 mmol) and 4-azetidin-3-ylmorpholine dihydrochloride (see WO 00/63168; 1.49 g, 6.9 mmol) were mixed together with CH2Cl2 (120 mL) and DIPEA (1.63 g, 12.6 mmol). The mixture was stirred until all the chemicals were dissolved. Sodium triacetoxyborohydride (1.87 g, 8.8 mmol) was added and the solution was stirred at room temperature overnight. The solvent was removed and th... Reactants: CCN=C=O, CN(C)c1ccncc1, CCOC(=O)COc1c(C(=O)OC)sc2c1sc1c(NCC3CCCCC3)cccc12. RXN SMILES: [CH2:1]([CH3:2])[N:3]=[C:4]=[O:5].[CH3:37][N:38]([c:39]1[cH:40][cH:41][n:42][cH:43][cH:44]1)[CH3:45].[CH3:6][O:7][C:8](=[O:9])[c:10]1[c:11]([O:30][CH2:31][C:32](=[O:33])[O:34][CH2:35][CH3:36])[c:12]2[c:13]([c:14]3[cH:15][cH:16][cH:17][c:18]([NH:21][CH2:22][CH:23]4[CH2:24][CH2:25][CH2:26][CH2:27][CH2:28]4)[c:19]3[s:20]2)[s:29]1>>[CH2:1]([CH3:2])[NH:3][C:4](=[O:5])[N:21]([c:18]1[cH:17][cH:16][cH:15][c:14]2[c:13]3[c:12]([c:11]([O:30][CH2:31][C:32](=[O:33])[O:34][CH2:35][CH3:36])[c:10]([C:8]([O:7][CH3:6])=[O:9])[s:29]3)[s:20][c:19]21)[CH2:22][CH:23]1[CH2:24][CH2:25][CH2:26][CH2:27][CH2:28]1. Product: CCNC(=O)N(CC1CCCCC1)c1cccc2c1sc1c(OCC(=O)OCC)c(C(=O)OC)sc12.